From a dataset of the Open Reaction Database (ORD), a public repository of structured organic reaction records. describe an organic reaction: reactants, conditions, products, and yield Starting materials: CC#N, CCN(C(C)C)C(C)C, Clc1ccc2c(N3CCNCC3)ccnc2c1, O=C=Nc1ccc(C(F)(F)F)cc1. The product is O=C(Nc1ccc(C(F)(F)F)cc1)N1CCN(c2ccnc3cc(Cl)ccc23)CC1. Reaction SMILES: [CH3:40][C:41]#[N:42].[CH:18]([N:19]([CH:20]([CH3:21])[CH3:22])[CH2:23][CH3:24])([CH3:25])[CH3:26].[Cl:1][c:2]1[cH:3][cH:4][c:5]2[c:6]([N:12]3[CH2:13][CH2:14][NH:15][CH2:16][CH2:17]3)[cH:7][cH:8][n:9][c:10]2[cH:11]1.[F:27][C:28]([c:29]1[cH:30][cH:31][c:32]([N:35]=[C:36]=[O:37])[cH:33][cH:34]1)([F:38])[F:39]>>[Cl:1][c:2]1[cH:3][cH:4][c:5]2[c:6]([N:12]3[CH2:13][CH2:14][N:15]([C:36]([NH:35][c:32]4[cH:31][cH:30][c:29]([C:28]([F:27])([F:38])[F:39])[cH:34][cH:33]4)=[O:37])[CH2:16][CH2:17]3)[cH:7][cH:8][n:9][c:10]2[cH:11]1. Starting materials: COC(=O)C(CC(F)(F)Cc1ccccc1)NC(=O)OCc1ccccc1, CO. Yields the product COC(=O)C(N)CC(F)(F)Cc1ccccc1. As a reaction SMILES: [CH2:1]([O:2][C:3](=[O:4])[NH:11][CH:12]([C:13](=[O:14])[O:15][CH3:16])[CH2:17][C:18]([CH2:19][c:20]1[cH:21][cH:22][cH:23][cH:24][cH:25]1)([F:26])[F:27])[c:5]1[cH:6][cH:7][cH:8][cH:9][cH:10]1.[CH3:28][OH:29]>>[NH2:11][CH:12]([C:13](=[O:14])[O:15][CH3:16])[CH2:17][C:18]([CH2:19][c:20]1[cH:21][cH:22][cH:23][cH:24][cH:25]1)([F:26])[F:27]. Starting materials: COc1ccc(CN(Cc2ccc(OC)cc2)c2ncc(-c3nc(N4CCOCC4)nc4c3CCN4)cn2)cc1, [Cl-], [H-], [NH4+], [Na+], C1CCOC1, CS(=O)(=O)Cl. Yields the product COc1ccc(CN(Cc2ccc(OC)cc2)c2ncc(-c3nc(N4CCOCC4)nc4c3CCN4S(C)(=O)=O)cn2)cc1. As a reaction SMILES: [CH3:1][O:2][c:3]1[cH:4][cH:5][c:6]([CH2:7][N:8]([c:9]2[n:10][cH:11][c:12](-[c:15]3[c:16]4[c:17]([n:18][c:19]([N:21]5[CH2:22][CH2:23][O:24][CH2:25][CH2:26]5)[n:20]3)[NH:27][CH2:28][CH2:29]4)[cH:13][n:14]2)[CH2:30][c:31]2[cH:32][cH:33][c:34]([O:37][CH3:38])[cH:35][cH:36]2)[cH:39][cH:40]1.[Cl-:48].[H-:41].[NH4+:49].[Na+:42].[O:50]1[CH2:51][CH2:52][CH2:53][CH2:54]1.[S:43](=[O:44])(=[O:45])([CH3:46])[Cl:47]>>[CH3:1][O:2][c:3]1[cH:4][cH:5][c:6]([CH2:7][N:8]([c:9]2[n:10][cH:11][c:12](-[c:15]3[c:16]4[c:17]([n:18][c:19]([N:21]5[CH2:22][CH2:23][O:24][CH2:25][CH2:26]5)[n:20]3)[N:27]([S:43](=[O:44])(=[O:45])[CH3:46])[CH2:28][CH2:29]4)[cH:13][n:14]2)[CH2:30][c:31]2[cH:32][cH:33][c:34]([O:37][CH3:38])[cH:35][cH:36]2)[cH:39][cH:40]1. Starting materials: CC(=O)[O-], CN(C)C=O, CCCOC(=O)C(Cl)=C(Cl)C(=O)OCCC, [NH4+]. Yields the product CCCOC(=O)C(N)=C(Cl)C(=O)OCCC. RXN SMILES: [CH3:18][C:19](=[O:20])[O-:21].[CH3:22][N:23]([CH3:24])[CH:25]=[O:26].[Cl:1][C:2](=[C:3]([C:4](=[O:5])[O:6][CH2:7][CH2:8][CH3:9])[Cl:10])[C:11](=[O:12])[O:13][CH2:14][CH2:15][CH3:16].[NH4+:17]>>[Cl:1][C:2](=[C:3]([C:4](=[O:5])[O:6][CH2:7][CH2:8][CH3:9])[NH2:17])[C:11](=[O:12])[O:13][CH2:14][CH2:15][CH3:16]. Starting materials: N1C(CC2=CC=CC=C12)=O (indolin-2-one), CN1C(=NC=C1)/C=C/C1=NN(C2=CC(=CC=C12)C=O)COCC[Si](C)(C)C ((E)-3-(2-(1-methyl-1H-imidazol-2-yl)vinyl)-1-((2-(trimethylsilyl)-ethoxy)methyl)-1H-indazole-6-carbaldehyde). The product is CN1C(=NC=C1)/C=C/C1=NN(C2=CC(=CC=C12)\C=C/1\C(NC2=CC=CC=C12)=O)COCC[Si](C)(C)C ((E)-3-((3-((E)-2-(1-methyl-1H-imidazol-2-yl)vinyl)-1-((2-(trimethylsilyl)-ethoxy)methyl)-1H-indazol-6-yl)methylene)indolin-2-one), material. Isolated yield 65.0%. RXN SMILES: [NH:1]1[C:9]2[C:4](=[CH:5][CH:6]=[CH:7][CH:8]=2)[CH2:3][C:2]1=[O:10].[CH3:11][N:12]1[CH:16]=[CH:15][N:14]=[C:13]1/[CH:17]=[CH:18]/[C:19]1[C:27]2[C:22](=[CH:23][C:24]([CH:28]=O)=[CH:25][CH:26]=2)[N:21]([CH2:30][O:31][CH2:32][CH2:33][Si:34]([CH3:37])([CH3:36])[CH3:35])[N:20]=1>>[CH3:11][N:12]1[CH:16]=[CH:15][N:14]=[C:13]1/[CH:17]=[CH:18]/[C:19]1[C:27]2[C:22](=[CH:23][C:24](/[CH:28]=[C:3]3/[C:2](=[O:10])[NH:1][C:9]4[C:4]/3=[CH:5][CH:6]=[CH:7][CH:8]=4)=[CH:25][CH:26]=2)[N:21]([CH2:30][O:31][CH2:32][CH2:33][Si:34]([CH3:37])([CH3:35])[CH3:36])[N:20]=1. Procedure details: Synthesized according to the method of Example A19, utilizing indolin-2-one (14.5 mg, 0.11 mmol) and (E)-3-(2-(1-methyl-1H-imidazol-2-yl)vinyl)-1-((2-(trimethylsilyl)-ethoxy)methyl)-1H-indazole-6-carbaldehyde (41.6 mg, 0.11 mmol). The crude mixture was concentrated under reduced pressure and purified by prepTLC (SiO2 10% MeOH/DCM) to provide the title compound to as a yellow material (35.4 mg, 65%); MS ESI 498.4 [M+H]+, calcd for [C28H31N5O2Si+H]+ 498.7. The reactants are C#CC(CCC)O (hex-1-yn-3-ol), CC1C(C(CCC1)(C)C)=O (2,6,6-trimethylcyclohexanone). The product is OC1(C(CCCC1(C)C)C)C#CC(CCC)O (1-(1-hydroxy-2,6,6-trimethylcyclohexyl)-hex-1-yn-3-ol). RXN SMILES: [CH:1]#[C:2][CH:3]([OH:7])[CH2:4][CH2:5][CH3:6].[CH3:8][CH:9]1[CH2:14][CH2:13][CH2:12][C:11]([CH3:16])([CH3:15])[C:10]1=[O:17]>>[OH:17][C:10]1([C:1]#[C:2][CH:3]([OH:7])[CH2:4][CH2:5][CH3:6])[C:11]([CH3:16])([CH3:15])[CH2:12][CH2:13][CH2:14][CH:9]1[CH3:8]. Reported procedure: the addition of hex-1-yn-3-ol to 2,6,6-trimethylcyclohexanone to give 1-(1-hydroxy-2,6,6-trimethylcyclohexyl)-hex-1-yn-3-ol; The reactants are Cc1nc(N)nc2c1C(=NOCCCN(C)C)CC(c1cc(F)ccc1-c1ccccc1)C2, ClCCCN1CCNCC1, Cl, Cl, [H-], Cc1nc(N)nc2c1C(=NO)CC(c1ccccc1-c1ccccc1)C2, [Na+], O. Product: Cc1nc(N)nc2c1C(=NOCCCN1CCNCC1)CC(c1ccccc1-c1ccccc1)C2. RXN SMILES: [CH3:41][N:42]([CH3:43])[CH2:44][CH2:45][CH2:46][O:47][N:48]=[C:49]1[CH2:50][CH:51]([c:52]2[cH:53][c:54]([F:55])[cH:56][cH:57][c:58]2-[c:59]2[cH:60][cH:61][cH:62][cH:63][cH:64]2)[CH2:65][c:66]2[n:67][c:68]([NH2:69])[n:70][c:71]([CH3:72])[c:73]21.[Cl:29][CH2:30][CH2:31][CH2:32][N:33]1[CH2:34][CH2:35][NH:36][CH2:37][CH2:38]1.[ClH:27].[ClH:28].[H-:39].[NH2:1][c:2]1[n:3][c:4]2[c:9]([c:10]([CH3:12])[n:11]1)[C:8](=[N:13][OH:14])[CH2:7][CH:6]([c:15]1[c:16](-[c:21]3[cH:22][cH:23][cH:24][cH:25][cH:26]3)[cH:17][cH:18][cH:19][cH:20]1)[CH2:5]2.[Na+:40].[OH2:74]>>[NH2:1][c:2]1[n:3][c:4]2[c:9]([c:10]([CH3:12])[n:11]1)[C:8](=[N:13][O:14][CH2:30][CH2:31][CH2:32][N:33]1[CH2:34][CH2:35][NH:36][CH2:37][CH2:38]1)[CH2:7][CH:6]([c:15]1[c:16](-[c:21]3[cH:22][cH:23][cH:24][cH:25][cH:26]3)[cH:17][cH:18][cH:19][cH:20]1)[CH2:5]2. Reactants: CO, N, O=C(Cl)N1CCOCC1. Yields the product NC(=O)N1CCOCC1. Reaction SMILES: [CH3:11][OH:12].[NH3:10].[O:1]1[CH2:2][CH2:3][N:4]([C:7](=[O:8])[Cl:9])[CH2:5][CH2:6]1>>[O:1]1[CH2:2][CH2:3][N:4]([C:7](=[O:8])[NH2:10])[CH2:5][CH2:6]1. Starting materials: C[Si](C)(C)C#C[Si](C)(C)C (bis(trimethylsilyl)acetylene), C1(CCCCC1)CC(C#C)=O (1-cyclohexyl-3-butyn-2-one), (S)-B-(3-pinanyl), C1(CCCCC1)CC(=O)Cl (cyclohexylacetic acid chloride), borax, CCCCCCCCC (nonane). RXN SMILES: C[Si](C#C[Si](C)(C)C)(C)C.C1(CC(Cl)=O)CCCCC1.[CH:21]1([CH2:27][C:28](=[O:31])[C:29]#[CH:30])[CH2:26][CH2:25][CH2:24][CH2:23][CH2:22]1.CCCCCCCCC>>[CH:21]1([CH2:27][C@H:28]([OH:31])[C:29]#[CH:30])[CH2:26][CH2:25][CH2:24][CH2:23][CH2:22]1. Yields the product C1(CCCCC1)C[C@@H](C#C)O (1-cyclohexyl-3-butyn-2(S)-ol). Procedure: As directed by D. R. M. Walton and F. Waugh, J. Organomet. Chem. 37, 45 (1972), bis(trimethylsilyl)acetylene is acylated with cyclohexylacetic acid chloride and hydrolysed with aqueous/methanolic borax solution to 1-cyclohexyl-3-butyn-2-one. Reduction with (S)-B-(3-pinanyl)-9-borabiccyclo[3.3.1]nonane ((S)-Alpine-BoraneR, Aldrich, 88% ee) as directed by M. M. Midland et al., Tetrahedron 40, 1371 (1984) yields 1-cyclohexyl-3-butyn-2(S)-ol.